Dataset: the Open Reaction Database (ORD), a public repository of structured organic reaction records. Task: describe an organic reaction: reactants, conditions, products, and yield Starting materials: CN1N=CC(=C1NC(C1=CC=CC=C1)(C1=CC=CC=C1)C1=CC=CC=C1)/C=C/C(=O)OCC (ethyl (E)-3-(1-methyl-5-triphenylmethylaminopyrazol-4-yl)acrylate). The reagents and catalysts are [C].[Pd] (palladium carbon). Run in C(C)O (ethanol). Product: CN1N=CC(=C1NC(C1=CC=CC=C1)(C1=CC=CC=C1)C1=CC=CC=C1)CCC(=O)OCC (ethyl 3-(1-methyl-5-triphenylmethylaminopyrazol-4-yl)propionate). Yield: 104.6%. Reaction SMILES: [CH3:1][N:2]1[C:6]([NH:7][C:8]([C:21]2[CH:26]=[CH:25][CH:24]=[CH:23][CH:22]=2)([C:15]2[CH:20]=[CH:19][CH:18]=[CH:17][CH:16]=2)[C:9]2[CH:14]=[CH:13][CH:12]=[CH:11][CH:10]=2)=[C:5](/[CH:27]=[CH:28]/[C:29]([O:31][CH2:32][CH3:33])=[O:30])[CH:4]=[N:3]1>C(O)C.[C].[Pd]>[CH3:1][N:2]1[C:6]([NH:7][C:8]([C:9]2[CH:10]=[CH:11][CH:12]=[CH:13][CH:14]=2)([C:21]2[CH:26]=[CH:25][CH:24]=[CH:23][CH:22]=2)[C:15]2[CH:16]=[CH:17][CH:18]=[CH:19][CH:20]=2)=[C:5]([CH2:27][CH2:28][C:29]([O:31][CH2:32][CH3:33])=[O:30])[CH:4]=[N:3]1 |f:2.3|. Procedure: A solution of ethyl (E)-3-(1-methyl-5-triphenylmethylaminopyrazol-4-yl)acrylate (60 g, 137 mmol) in ethanol (700 ml) was treated with 10% palladium carbon (6.0 g) under a hydrogen atmosphere at room temperature for 3 hours. After the catalyst was filtered off, the filtrate was concentrated in vacuo. The residue was triturated with hexane and dried in vacuo to give ethyl 3-(1-methyl-5-triphenylmethylaminopyrazol-4-yl)propionate (63 g) as a colorless solid. Reaction SMILES: [CH2:1]([NH:4][C:5]([NH:7][C:8]1[N:16]=[CH:15][N:14]=[C:13]2[C:9]=1[N:10]=[CH:11][N:12]2[C:17]1[CH:22]=[CH:21][C:20]([NH:23][C:24]([NH:26][C:27]2[CH:32]=[CH:31][C:30]([Cl:33])=[C:29]([C:34]([F:37])([F:36])[F:35])[CH:28]=2)=[O:25])=[CH:19][CH:18]=1)=[O:6])[CH:2]=C.I([O-])(=O)(=O)=[O:39].[Na+].[BH4-].[Na+]>O1CCCC1.O.[Os](=O)(=O)(=O)=O>[Cl:33][C:30]1[CH:31]=[CH:32][C:27]([NH:26][C:24](=[O:25])[NH:23][C:20]2[CH:21]=[CH:22][C:17]([N:12]3[CH:11]=[N:10][C:9]4[C:13]3=[N:14][CH:15]=[N:16][C:8]=4[NH:7][C:5]([NH:4][CH2:1][CH2:2][OH:39])=[O:6])=[CH:18][CH:19]=2)=[CH:28][C:29]=1[C:34]([F:37])([F:36])[F:35] |f:1.2,3.4|. Yield: 10.4%. Reaction conditions: time 3 hour. The reagents and catalysts are [Os](=O)(=O)(=O)=O (osmium tetraoxide). Procedure details: In a mixed solution of 3 mL of tetrahydrofuran and 1 mL of water, 50 mg (0.09 mmol) of 1-allyl-3-(9-{4-[3-(4-chloro-3-(trifluoromethyl)phenyl)ureido]phenyl}-9H-purin-6-yl)urea was dissolved, and 19 μL of a 0.1 M osmium tetraoxide aqueous solution and 81 mg (0.19 mmol) of sodium periodate were added thereto and the mixture solution was stirred at room temperature for three hours. The reaction solution was concentrated under reduced pressure and partitioned between ethyl acetate and water. The org... The product is ClC1=C(C=C(C=C1)NC(NC1=CC=C(C=C1)N1C2=NC=NC(=C2N=C1)NC(=O)NCCO)=O)C(F)(F)F (1-(9-{4-[3-(4-Chloro-3-(trifluoromethyl)phenyl)ureido]phenyl}-9H-purin-6-yl)-3-(2-hydroxyethyl)urea). The reactants are C(C=C)NC(=O)NC1=C2N=CN(C2=NC=N1)C1=CC=C(C=C1)NC(=O)NC1=CC(=C(C=C1)Cl)C(F)(F)F (1-allyl-3-(9-{4-[3-(4-chloro-3-(trifluoromethyl)phenyl)ureido]phenyl}-9H-purin-6-yl)urea), [BH4-].[Na+] (sodium borohydride), I(=O)(=O)(=O)[O-].[Na+] (sodium periodate). The solvent is O1CCCC1 (tetrahydrofuran), O (water). Reactants: CC(CO)Cn1c(=O)sc2ccccc21, Cc1ccc(S(=O)(=O)Cl)cc1, c1ccncc1. Yields the product Cc1ccc(S(=O)(=O)OCC(C)Cn2c(=O)sc3ccccc32)cc1. RXN SMILES: [OH:1][CH2:2][CH:3]([CH2:4][n:5]1[c:6](=[O:14])[s:7][c:8]2[c:9]1[cH:10][cH:11][cH:12][cH:13]2)[CH3:15].[c:22]1([CH3:32])[cH:23][cH:24][c:25]([S:28](=[O:29])(=[O:30])[Cl:31])[cH:26][cH:27]1.[cH:16]1[cH:17][cH:18][n:19][cH:20][cH:21]1>>[O:1]([CH2:2][CH:3]([CH2:4][n:5]1[c:6](=[O:14])[s:7][c:8]2[c:9]1[cH:10][cH:11][cH:12][cH:13]2)[CH3:15])[S:28]([c:25]1[cH:24][cH:23][c:22]([CH3:32])[cH:27][cH:26]1)(=[O:29])=[O:30]. The reactants are C=Cc1cc2c(nc1OC)CCN(C(=O)C(F)(F)F)CC2C, CO. Product: CCc1cc2c(nc1OC)CCN(C(=O)C(F)(F)F)CC2C. As a reaction SMILES: [CH3:1][O:2][c:3]1[c:4]([CH:21]=[CH2:22])[cH:5][c:6]2[c:7]([n:20]1)[CH2:8][CH2:9][N:10]([C:14]([C:15]([F:16])([F:17])[F:18])=[O:19])[CH2:11][CH:12]2[CH3:13].[CH3:23][OH:24]>>[CH3:1][O:2][c:3]1[c:4]([CH2:21][CH3:22])[cH:5][c:6]2[c:7]([n:20]1)[CH2:8][CH2:9][N:10]([C:14]([C:15]([F:16])([F:17])[F:18])=[O:19])[CH2:11][CH:12]2[CH3:13]. Reactants: C(OC)([O-])[O-] (methyl orthoformate), montmorillonite, OC=1C(=C(C(=O)C2=CC=CC=C2)C=CC1)O (dihydroxybenzophenone), C(CO)O (ethylene glycol), C(OC)([O-])[O-] (methyl orthoformate), C(C)(=O)OCC (ethyl acetate). Reaction conditions: time 18 hour. Yields the product OC1=CC=C(C=C1)C1(OCCO1)C1=CC=C(C=C1)O (2,2-bis(4-hydroxyphenyl)-1,3-dioxolane). RXN SMILES: O[C:2]1[C:3](O)=[C:4]([CH:13]=[CH:14][CH:15]=1)[C:5]([C:7]1[CH:12]=[CH:11]C=[CH:9][CH:8]=1)=O.[CH2:17]([OH:20])[CH2:18][OH:19].[CH:21]([O-:25])([O-])OC.C(OCC)(=[O:28])C>>[OH:28][C:15]1[CH:2]=[CH:3][C:4]([C:5]2([C:7]3[CH:8]=[CH:9][C:21]([OH:25])=[CH:11][CH:12]=3)[O:20][CH2:17][CH2:18][O:19]2)=[CH:13][CH:14]=1. Reported procedure: In a flask equipped with a stirring blade and a thermometer, montmorillonite clay K10 (150 g) and 99 g of dihydroxybenzophenone were charged and the atmosphere in the flask was replaced by nitrogen. 242 mL of ethylene glycol and 99 mL of methyl orthoformate were added and the reaction was carried out at 110° C. while distilling of by-products produced. After 18 hours, 66 g of methyl orthoformate was added and the reaction was carried out for additional 30 hours, namely, 48 hours in total. The re... Starting materials: [OH-].[Li+] (lithium hydroxide), ClC1=CC(=C(OC2=CC(=C(C(=O)OC)C=C2C=2C(=NC=CC2)OC)F)C=C1)OC (methyl 4-(4-chloro-2-methoxyphenoxy)-2-fluoro-5-(2-methoxypyridin-3-yl)benzoate). Run in C1CCOC1 (THF). Reaction conditions: time 72 hour. The product is [Li+].ClC1=CC(=C(OC2=CC(=C(C(=O)[O-])C=C2C=2C(=NC=CC2)OC)F)C=C1)OC (4-(4-chloro-2-methoxyphenoxy)-2-fluoro-5-(2-methoxypyridin-3-yl)benzoic acid lithium salt). Yield: 149.9%. Reaction SMILES: [OH-].[Li+:2].[Cl:3][C:4]1[CH:29]=[CH:28][C:7]([O:8][C:9]2[C:18]([C:19]3[C:20]([O:25][CH3:26])=[N:21][CH:22]=[CH:23][CH:24]=3)=[CH:17][C:12]([C:13]([O:15]C)=[O:14])=[C:11]([F:27])[CH:10]=2)=[C:6]([O:30][CH3:31])[CH:5]=1>C1COCC1>[Li+:2].[Cl:3][C:4]1[CH:29]=[CH:28][C:7]([O:8][C:9]2[C:18]([C:19]3[C:20]([O:25][CH3:26])=[N:21][CH:22]=[CH:23][CH:24]=3)=[CH:17][C:12]([C:13]([O-:15])=[O:14])=[C:11]([F:27])[CH:10]=2)=[C:6]([O:30][CH3:31])[CH:5]=1 |f:0.1,4.5|. Procedure details: Aqueous lithium hydroxide solution (1M, 0.57 mL, 0.57 mmol) was added to a solution of methyl 4-(4-chloro-2-methoxyphenoxy)-2-fluoro-5-(2-methoxypyridin-3-yl)benzoate (Preparation 16, 0.0477 mg, 0.114 mmol) in THF (2.3 mL) and stirred for 72 hours at room temperature under a nitrogen atmosphere. The reaction was then concentrated in vacuo to afford the title compound as a white solid (0.070 g). The reactants are C([O-])([O-])=O.[Cs+].[Cs+] (cesium carbonate), BrCC(=O)NC1CC1 (2-bromo-N-cyclopropyl-acetamide), C1(=CCCCC1)C1=CC(=CN1S(=O)(=O)C1=CC(=CC=C1)O)CN(C(OC(C)(C)C)=O)C (tert-butyl ((5-(cyclohex-1-en-1-yl)-1-((3-hydroxyphenyl)sulfonyl)-1H-pyrrol-3-yl)methyl)(methyl)carbamate). The solvent is CN(C=O)C (N,N-dimethylformamide). Conditions: time 16 hour. Yields the product C1(=CCCCC1)C1=CC(=CN1S(=O)(=O)C1=CC(=CC=C1)OCC(=O)NC1CC1)CN(C(OC(C)(C)C)=O)C (tert-butyl ((5-(cyclohex-1-en-1-yl)-1-((3-(2-(cyclopropylamino)-2-oxoethoxy)phenyl)sulfonyl)-1H-pyrrol-3-yl)methyl)(methyl)carbamate). As a reaction SMILES: [C:1]1([C:7]2[N:11]([S:12]([C:15]3[CH:20]=[CH:19][CH:18]=[C:17]([OH:21])[CH:16]=3)(=[O:14])=[O:13])[CH:10]=[C:9]([CH2:22][N:23]([CH3:31])[C:24](=[O:30])[O:25][C:26]([CH3:29])([CH3:28])[CH3:27])[CH:8]=2)[CH2:6][CH2:5][CH2:4][CH2:3][CH:2]=1.C(=O)([O-])[O-].[Cs+].[Cs+].Br[CH2:39][C:40]([NH:42][CH:43]1[CH2:45][CH2:44]1)=[O:41]>CN(C)C=O>[C:1]1([C:7]2[N:11]([S:12]([C:15]3[CH:20]=[CH:19][CH:18]=[C:17]([O:21][CH2:39][C:40]([NH:42][CH:43]4[CH2:45][CH2:44]4)=[O:41])[CH:16]=3)(=[O:13])=[O:14])[CH:10]=[C:9]([CH2:22][N:23]([CH3:31])[C:24](=[O:30])[O:25][C:26]([CH3:27])([CH3:28])[CH3:29])[CH:8]=2)[CH2:6][CH2:5][CH2:4][CH2:3][CH:2]=1 |f:1.2.3|. Reported procedure: tert-Butyl ((5-(cyclo ex-1-en-1-yl)-1-((3-hydroxyphenyl)sulfonyl)-1H-pyrrol-3-yl)methyl)(methyl)carbamate 7d (100 mg, 0.22 mmol) was dissolved in 20 mL of N,N-dimethylformamide, followed by addition of cesium carbonate (146 mg, 0.45 mmol) and 2-bromo-N-cyclopropyl-acetamide (79 mg, 0.45 mmol, prepared by a known method disclosed in “Journal of Medicinal Chemistry, 1987, 30(1), 20-24”), and then the reaction solution was stirred for 16 h. The reaction solution was concentrated under reduced press... Starting materials: C1(=CC=CC=C1)C1OC(=C(C1=O)C1=CC(=CC=C1)C(F)(F)F)N (2-phenyl-3-oxo-4-(3-trifluoromethylphenyl)-5-amino-2,3-dihydrofuran), CN (methylamine), O (water), CN (methylamine), O1CCC=C1 (dihydrofuran). Solvent: CO (methanol). Yields the product C1(=CC=CC=C1)C1OC(=C(C1=O)C1=CC(=CC=C1)C(F)(F)F)NC (2-Phenyl-3-oxo-4-(3-trifluoromethylphenyl)-5-methylamino-2,3-dihydrofuran). Reaction SMILES: [C:1]1([CH:7]2[C:11](=[O:12])[C:10]([C:13]3[CH:18]=[CH:17][CH:16]=[C:15]([C:19]([F:22])([F:21])[F:20])[CH:14]=3)=[C:9]([NH2:23])[O:8]2)[CH:6]=[CH:5][CH:4]=[CH:3][CH:2]=1.CN.O1C=CC[CH2:27]1.O>CO>[C:1]1([CH:7]2[C:11](=[O:12])[C:10]([C:13]3[CH:18]=[CH:17][CH:16]=[C:15]([C:19]([F:20])([F:21])[F:22])[CH:14]=3)=[C:9]([NH:23][CH3:27])[O:8]2)[CH:2]=[CH:3][CH:4]=[CH:5][CH:6]=1. Reported procedure: In this example, a mixture containing 0.5 g of 2-phenyl-3-oxo-4-(3-trifluoromethylphenyl)-5-amino-2,3-dihydrofuran ("dihydrofuran starting material") and 25 ml of aqueous 40 wt. % methylamine in 10 ml of methanol was refluxed for 18 hours. The mixture was analyzed by thin-layer chromatography for the dihydrofuran starting material. Another 10 ml of aqueous 40 wt. % methylamine was added and the mixture refluxed for about four hours. The mixture was cooled, poured into 100 ml of water and extract...